The task is: describe an organic reaction: reactants, conditions, products, and yield. This data is from the Open Reaction Database (ORD), a public repository of structured organic reaction records. Starting materials: CC(C)(C)OC(=O)N1CCN(C(=O)OC(C)(C)C)C(CC=Cc2cccs2)C1, C, CO, [Pd]. Product: CC(C)(C)OC(=O)N1CCN(C(=O)OC(C)(C)C)C(CCCc2cccs2)C1. As a reaction SMILES: [C:1]([CH3:2])([CH3:3])([CH3:4])[O:5][C:6](=[O:7])[N:8]1[CH:9]([CH2:21][CH:22]=[CH:23][c:24]2[s:25][cH:26][cH:27][cH:28]2)[CH2:10][N:11]([C:14](=[O:15])[O:16][C:17]([CH3:18])([CH3:19])[CH3:20])[CH2:12][CH2:13]1.[C:31].[CH3:29][OH:30].[Pd:32]>>[C:1]([CH3:2])([CH3:3])([CH3:4])[O:5][C:6](=[O:7])[N:8]1[CH:9]([CH2:21][CH2:22][CH2:23][c:24]2[s:25][cH:26][cH:27][cH:28]2)[CH2:10][N:11]([C:14](=[O:15])[O:16][C:17]([CH3:18])([CH3:19])[CH3:20])[CH2:12][CH2:13]1. Reaction conditions: temperature 130 celsius, time 45 minute. Reactants: COC1=CC=C(C(=N1)C)C#N (6-methoxy-2-methyl-3-pyridinecarbonitrile), COC(C)(N(C)C)OC (dimethylacetamide dimethyl acetal), CN(C=O)C (dimethylformamide). Procedure details: A mixture containing 47.2 g of 6-methoxy-2-methyl-3-pyridinecarbonitrile, 100 ml of dimethylacetamide dimethyl acetal and 100 ml of dimethylformamide was heated with stirring in an oil bath at 130° C. for 1 hour and 45 minutes. The temperature of the oil bath was raised to 150° C. and the methanol formed by the reaction was distilled off using a 12" distillation column (Vigreux) while continuing the heating at 150° C. for 14 hours. The reaction mixture was concentrated, 50 ml of ether was added ... RXN SMILES: [CH3:1][O:2][C:3]1[N:8]=[C:7]([CH3:9])[C:6]([C:10]#[N:11])=[CH:5][CH:4]=1.CO[C:14](OC)([N:16]([CH3:18])[CH3:17])[CH3:15].CN(C)C=O>CO>[CH3:17][N:16]([CH3:18])[C:14]([CH3:15])=[CH:9][C:7]1[C:6]([C:10]#[N:11])=[CH:5][CH:4]=[C:3]([O:2][CH3:1])[N:8]=1. Solvent: CO (methanol). Product: CN(C(=CC1=NC(=CC=C1C#N)OC)C)C (2-[2-(dimethylamino)-1-propenyl]-6-methoxy-3-pyridinecarbonitrile). Reactants: ClC1=C(C=C(C=C1)Cl)S(=O)(=O)Cl (2,5-dichlorobenzenesulfonyl chloride), N[C@@H](CCN1CCC(CC1)C=1C=C(C=CC1)NC(C(C)C)=O)C1=CC=CC=C1 (N-(3-{1-[(3S)-3-amino-3-phenylpropyl]-4-piperidinyl}phenyl)-2-methylpropanamide). The product is ClC1=C(C=C(C=C1)Cl)S(=O)(=O)N[C@@H](CCN1CCC(CC1)C=1C=C(C=CC1)NC(C(C)C)=O)C1=CC=CC=C1 (N-{3-[1-((3S)-3-{[(2,5-DICHLOROPHENYL)SULFONYL]AMINO}-3-PHENYLPROPYL)-4-PIPERIDINYL]PHENYL}-2-METHYLPROPANAMIDE). As a reaction SMILES: [Cl:1][C:2]1[CH:7]=[CH:6][C:5]([Cl:8])=[CH:4][C:3]=1[S:9](Cl)(=[O:11])=[O:10].[NH2:13][C@H:14]([C:35]1[CH:40]=[CH:39][CH:38]=[CH:37][CH:36]=1)[CH2:15][CH2:16][N:17]1[CH2:22][CH2:21][CH:20]([C:23]2[CH:24]=[C:25]([NH:29][C:30](=[O:34])[CH:31]([CH3:33])[CH3:32])[CH:26]=[CH:27][CH:28]=2)[CH2:19][CH2:18]1>>[Cl:1][C:2]1[CH:7]=[CH:6][C:5]([Cl:8])=[CH:4][C:3]=1[S:9]([NH:13][C@H:14]([C:35]1[CH:36]=[CH:37][CH:38]=[CH:39][CH:40]=1)[CH2:15][CH2:16][N:17]1[CH2:22][CH2:21][CH:20]([C:23]2[CH:24]=[C:25]([NH:29][C:30](=[O:34])[CH:31]([CH3:33])[CH3:32])[CH:26]=[CH:27][CH:28]=2)[CH2:19][CH2:18]1)(=[O:11])=[O:10]. Procedure details: Prepared by Procedure Q1 and Scheme AC using 2,5-dichlorobenzenesulfonyl chloride and N-(3-{1-[(3S)-3-amino-3-phenylpropyl]-4-piperidinyl}phenyl)-2-methylpropanamide: ESMS m/e: 588.0 (M+H)+. Starting materials: O=C1CCC(=O)N1Br, CC#N, CC1(c2ccc3cc(O)ccc3c2)COC(=O)N1. Yields the product CC1(c2ccc3c(Br)c(O)ccc3c2)COC(=O)N1. RXN SMILES: [Br:22][N:23]1[C:24](=[O:25])[CH2:26][CH2:27][C:28]1=[O:29].[CH3:19][C:20]#[N:21].[OH:1][c:2]1[cH:3][c:4]2[cH:5][cH:6][c:7]([C:12]3([CH3:18])[NH:13][C:14](=[O:17])[O:15][CH2:16]3)[cH:8][c:9]2[cH:10][cH:11]1>>[OH:1][c:2]1[c:3]([Br:22])[c:4]2[cH:5][cH:6][c:7]([C:12]3([CH3:18])[NH:13][C:14](=[O:17])[O:15][CH2:16]3)[cH:8][c:9]2[cH:10][cH:11]1. The reactants are ClC1=C(C(=CC=C1)Cl)NC1=NC2=C(N1)C(=C(C(=C2)C(=O)OC)O)[N+](=O)[O-] (methyl 2-[(2,6-dichlorophenyl)amino]-6-hydroxy-7-nitro-1H-benzimidazole-5-carboxylate), C(C)(=O)O (acetic acid). Reagents/catalysts: [Fe] (iron). Solvent: C1=CC=CC=C1 (benzene). Yields the product NC1=C(C(=CC2=C1NC(=N2)NC2=C(C=CC=C2Cl)Cl)C(=O)OC)O (methyl 7-amino-2-[(2,6-dichlorophenyl)amino]-6-hydroxy-1H-benzimidazole-5-carboxylate). Isolated yield 95.2%. Reaction SMILES: [Cl:1][C:2]1[CH:7]=[CH:6][CH:5]=[C:4]([Cl:8])[C:3]=1[NH:9][C:10]1[NH:14][C:13]2[C:15]([N+:24]([O-])=O)=[C:16]([OH:23])[C:17]([C:19]([O:21][CH3:22])=[O:20])=[CH:18][C:12]=2[N:11]=1.C(O)(=O)C>C1C=CC=CC=1.[Fe]>[NH2:24][C:15]1[C:13]2[NH:14][C:10]([NH:9][C:3]3[C:4]([Cl:8])=[CH:5][CH:6]=[CH:7][C:2]=3[Cl:1])=[N:11][C:12]=2[CH:18]=[C:17]([C:19]([O:21][CH3:22])=[O:20])[C:16]=1[OH:23]. Reported procedure: To a solution of methyl 2-[(2,6-dichlorophenyl)amino]-6-hydroxy-7-nitro-1H-benzimidazole-5-carboxylate (Step-3 of Intermediate-55, 0.500 g) in benzene (2.0 mL) were added iron powder (0.500 g) and acetic acid (2.0 mL). The reaction mass was refluxed for 3 h. Decant the reaction mass removed the solvent under vacuum. The obtained solid mass was washed with water. The reaction mass was extracted with MeOH:DCM (5%). The organic layer was dried over anhydrous sodium sulphate and concentrated to affo... The reactants are FC1=C(C(=O)O)C=C(C=C1)C (2-fluoro-5-methylbenzoic acid), FC=1C=C(C=C(C(=O)O)C1)C(=O)O (5-fluoro-isophthalic acid). Product: FC1=C(C=C(C(=O)O)C=C1)C(=O)O (4-fluoro-isophthalic acid). As a reaction SMILES: [F:1]C1C=CC(C)=CC=1C(O)=O.F[C:13]1[CH:14]=[C:15]([C:22]([OH:24])=[O:23])[CH:16]=[C:17]([CH:21]=1)[C:18]([OH:20])=[O:19]>>[F:1][C:14]1[CH:13]=[CH:21][C:17]([C:18]([OH:20])=[O:19])=[CH:16][C:15]=1[C:22]([OH:24])=[O:23]. Procedure details: The precursor compound was synthesized from 2-fluoro-5-methylbenzoic acid following the procedure described for 5-fluoro-isophthalic acid. As a reaction SMILES: [CH3:1][O:2][c:3]1[cH:4][c:5]([O:18][CH3:19])[cH:20][cH:21][c:22]1[CH2:23][NH:6][c:7]1[n:8][cH:9][cH:10][c:11]2[c:12]1[C:13](=[O:17])[N:14]([CH3:16])[CH2:15]2.[ClH:26].[Na+:25].[OH-:24]>>[NH2:6][c:7]1[n:8][cH:9][cH:10][c:11]2[c:12]1[C:13](=[O:17])[N:14]([CH3:16])[CH2:15]2. Product: CN1Cc2ccnc(N)c2C1=O. Starting materials: COc1ccc(CNc2nccc3c2C(=O)N(C)C3)c(OC)c1, Cl, [Na+], [OH-]. Procedure details: 2,2,2-trichloroethyl 6-(2-phenylacetamido)-2,2-dimethylpenam-3- carboxylate-1-oxide (0.96 g.) was dissolved in 1,1,2-trichloroethane (15 cc ), and pyridine (0.32 g.) and pyridine hydrochloride (0.12 g.) were added thereto. The mixture was heated at 100° C., for 3 hours, cooled, washed with water, dried and then concentrated. The residue was subjected to a chromatography of silica gel in which chloroform was used as the eluant. The eluate was concentrated to yield, as the residue, crystals (0.09 ... Reaction conditions: temperature 100 celsius. The yield is 17.3%. The solvent is ClC(CCl)Cl (1,1,2-trichloroethane). Starting materials: N1=CC=CC=C1 (pyridine), Cl.N1=CC=CC=C1 (pyridine hydrochloride), C1(=CC=CC=C1)CC(=O)NC1[C@@H]2N(C(C(S2=O)(C)C)C(=O)OCC(Cl)(Cl)Cl)C1=O (2,2,2-trichloroethyl 6-(2-phenylacetamido)-2,2-dimethylpenam-3- carboxylate-1-oxide). The product is C1(=CC=CC=C1)CC(=O)NC1[C@@H]2N(C(C(S2)(CCl)C)C(=O)OCC(Cl)(Cl)Cl)C1=O (2,2,2-trichloroethyl 6-(2-phenylacetamido)-2- methyl-2-chloromethylpenam-3-carboxylate). Reaction SMILES: [C:1]1([CH2:7][C:8]([NH:10][CH:11]2[C:28](=[O:29])[N:13]3[CH:14]([C:20]([O:22][CH2:23][C:24]([Cl:27])([Cl:26])[Cl:25])=[O:21])[C:15]([CH3:19])([CH3:18])[S:16](=O)[C@H:12]23)=[O:9])[CH:6]=[CH:5][CH:4]=[CH:3][CH:2]=1.N1C=CC=CC=1.[ClH:36].N1C=CC=CC=1>ClC(Cl)CCl>[C:1]1([CH2:7][C:8]([NH:10][CH:11]2[C:28](=[O:29])[N:13]3[CH:14]([C:20]([O:22][CH2:23][C:24]([Cl:27])([Cl:26])[Cl:25])=[O:21])[C:15]([CH3:19])([CH2:18][Cl:36])[S:16][C@H:12]23)=[O:9])[CH:6]=[CH:5][CH:4]=[CH:3][CH:2]=1 |f:2.3|. Starting materials: C#CC1(O)CCC(C2CCC(CCC)CC2)CC1, CCCC1CCC(C(=O)O)CC1, CN(C)c1ccncc1, ClCCl. RXN SMILES: [C:1](#[CH:2])[C:3]1([OH:18])[CH2:4][CH2:5][CH:6]([CH:9]2[CH2:10][CH2:11][CH:12]([CH2:15][CH2:16][CH3:17])[CH2:13][CH2:14]2)[CH2:7][CH2:8]1.[CH2:19]([CH2:20][CH3:21])[CH:22]1[CH2:23][CH2:24][CH:25]([C:28](=[O:29])[OH:30])[CH2:26][CH2:27]1.[CH3:31][N:32]([CH3:33])[c:34]1[cH:35][cH:36][n:37][cH:38][cH:39]1.[Cl:40][CH2:41][Cl:42]>>[C:1](#[CH:2])[C:3]1([O:18][C:28]([CH:25]2[CH2:24][CH2:23][CH:22]([CH2:19][CH2:20][CH3:21])[CH2:27][CH2:26]2)=[O:29])[CH2:4][CH2:5][CH:6]([CH:9]2[CH2:10][CH2:11][CH:12]([CH2:15][CH2:16][CH3:17])[CH2:13][CH2:14]2)[CH2:7][CH2:8]1. Yields the product C#CC1(OC(=O)C2CCC(CCC)CC2)CCC(C2CCC(CCC)CC2)CC1.